Dataset: the Open Reaction Database (ORD), a public repository of structured organic reaction records. Task: describe an organic reaction: reactants, conditions, products, and yield Reactants: FC1=C(C=CC(=C1)B1OC(C(O1)(C)C)(C)C)C=1N=CC(=NC1)N (5-(2-fluoro-4-(4,4,5,5-tetramethyl-1,3,2-dioxaborolan-2-yl)phenyl)-pyrazin-2-amine), BrC1=C(C=CC=C1)S(=O)(=O)N(CC)CC (2-bromo-N,N-diethylbenzenesulfonamide). The product is NC=1N=CC(=NC1)C1=C(C=C(C=C1)C=1C(=CC=CC1)S(=O)(=O)N(CC)CC)F (4′-(5-Aminopyrazin-2-yl)-N,N-diethyl-3′-fluorobiphenyl-2-sulfonamide). RXN SMILES: [F:1][C:2]1[CH:7]=[C:6](B2OC(C)(C)C(C)(C)O2)[CH:5]=[CH:4][C:3]=1[C:17]1[N:18]=[CH:19][C:20]([NH2:23])=[N:21][CH:22]=1.Br[C:25]1[CH:30]=[CH:29][CH:28]=[CH:27][C:26]=1[S:31]([N:34]([CH2:37][CH3:38])[CH2:35][CH3:36])(=[O:33])=[O:32]>>[NH2:23][C:20]1[N:21]=[CH:22][C:17]([C:3]2[CH:4]=[CH:5][C:6]([C:25]3[C:26]([S:31]([N:34]([CH2:37][CH3:38])[CH2:35][CH3:36])(=[O:32])=[O:33])=[CH:27][CH:28]=[CH:29][CH:30]=3)=[CH:7][C:2]=2[F:1])=[N:18][CH:19]=1. Reported procedure: The title compound was prepared in a manner similar to that described in Example 448 using 5-(2-fluoro-4-(4,4,5,5-tetramethyl-1,3,2-dioxaborolan-2-yl)phenyl)-pyrazin-2-amine and 2-bromo-N,N-diethylbenzenesulfonamide. MS (ESI): mass calcd. for C20H21FN4O2S, 400.14; m/z found, 401.2 [M+H]+. 1H NMR (400 MHz, CD3OD) δ 8.37 (s, 1H), 8.29 (d, J=1.4, 1H), 8.08-8.04 (m, 1H), 8.0-7.94 (m, 1H), 7.70-7.64 (m, 1H), 7.61-7.55 (m, 1H), 7.41-7.36 (m, 1H), 7.32-7.25 (m, 2H), 2.96 (q, J=7.1, 4H), 1.00 (t, J=7.1,... Starting materials: ClC1=C2C(=NC(=N1)N1CCC(CC1)N1CCCC1)N(C(NC2)=O)C2=C(C=CC=C2F)F (5-chloro-1-(2,6-difluorophenyl)-7-[4-(1-pyrrolidinyl)-1-piperidinyl]-3,4-dihydropyrimido[4,5-d]pyrimidin-2(1H)-one), O (water), C([O-])([O-])=O.[K+].[K+] (potassium carbonate), FC1=CC=C(C=C1)NC(C1=CC(=C(C=C1)C)B1OC(C(O1)(C)C)(C)C)=O (N-(4-fluorophenyl)-4-methyl-3-(4,4,5,5-tetramethyl-1,3,2-dioxaborolan-2-yl)benzamide). The reagents and catalysts are C=1C=CC(=CC1)[P](C=2C=CC=CC2)(C=3C=CC=CC3)[Pd]([P](C=4C=CC=CC4)(C=5C=CC=CC5)C=6C=CC=CC6)([P](C=7C=CC=CC7)(C=8C=CC=CC8)C=9C=CC=CC9)[P](C=1C=CC=CC1)(C=1C=CC=CC1)C=1C=CC=CC1 (tetrakis(triphenylphosphine)palladium(0)). Solvent: O1CCOCC1 (dioxane). Yields the product DCM DCM[90] MeOH[7] NH4OH[3], FC1=C(C(=CC=C1)F)N1C(NCC2=C1N=C(N=C2C=2C=C(C(=O)NC1=CC=C(C=C1)F)C=CC2C)N2CCC(CC2)N2CCCC2)=O (3-{8-(2,6-difluorophenyl)-7-oxo-2-[4-(1-pyrrolidinyl)-1-piperidinyl]-5,6,7,8-tetrahydropyrimido[4,5-d]pyrimidin-4-yl}-N-(4-fluorophenyl)-4-methylbenzamide). Isolated yield 54.5%. As a reaction SMILES: Cl[C:2]1[N:7]=[C:6]([N:8]2[CH2:13][CH2:12][CH:11]([N:14]3[CH2:18][CH2:17][CH2:16][CH2:15]3)[CH2:10][CH2:9]2)[N:5]=[C:4]2[N:19]([C:24]3[C:29]([F:30])=[CH:28][CH:27]=[CH:26][C:25]=3[F:31])[C:20](=[O:23])[NH:21][CH2:22][C:3]=12.O.C(=O)([O-])[O-].[K+].[K+].[F:39][C:40]1[CH:45]=[CH:44][C:43]([NH:46][C:47](=[O:64])[C:48]2[CH:53]=[CH:52][C:51]([CH3:54])=[C:50](B3OC(C)(C)C(C)(C)O3)[CH:49]=2)=[CH:42][CH:41]=1>O1CCOCC1.C1C=CC([P]([Pd]([P](C2C=CC=CC=2)(C2C=CC=CC=2)C2C=CC=CC=2)([P](C2C=CC=CC=2)(C2C=CC=CC=2)C2C=CC=CC=2)[P](C2C=CC=CC=2)(C2C=CC=CC=2)C2C=CC=CC=2)(C2C=CC=CC=2)C2C=CC=CC=2)=CC=1>[F:30][C:29]1[CH:28]=[CH:27][CH:26]=[C:25]([F:31])[C:24]=1[N:19]1[C:4]2[N:5]=[C:6]([N:8]3[CH2:9][CH2:10][CH:11]([N:14]4[CH2:15][CH2:16][CH2:17][CH2:18]4)[CH2:12][CH2:13]3)[N:7]=[C:2]([C:50]3[CH:49]=[C:48]([CH:53]=[CH:52][C:51]=3[CH3:54])[C:47]([NH:46][C:43]3[CH:44]=[CH:45][C:40]([F:39])=[CH:41][CH:42]=3)=[O:64])[C:3]=2[CH2:22][NH:21][C:20]1=[O:23] |f:2.3.4,^1:74,76,95,114|. Reported procedure: To a solution of 5-chloro-1-(2,6-difluorophenyl)-7-[4-(1-pyrrolidinyl)-1-piperidinyl]-3,4-dihydropyrimido[4,5-d]pyrimidin-2(1H)-one (18 mg, 0.04 mmol) in dioxane (1.5 mL)/water (0.5 mL) were added potassium carbonate (34 mg, 0.25 mmol), tetrakis(triphenylphosphine)palladium(0) (2.3 mg, 0.002 mmol) and N-(4-fluorophenyl)-4-methyl-3-(4,4,5,5-tetramethyl-1,3,2-dioxaborolan-2-yl)benzamide (22 mg, 0.062 mmol). The reaction mixture was bubbled with N2 for 5 mins, then microwaved at about 150° C. for a... Starting materials: ClC1=NC=C(C(=O)NC2=CC=C(C=C2)OC(F)(F)Cl)C=C1C1=C(C=NN1)F (6-chloro-N-(4-(chlorodifluoromethoxy)phenyl)-5-(4-fluoro-1H-pyrazol-5-yl)nicotinamide), N1C[C@H](CC1)O ((S)-3-pyrrolidinol). Solvent: CCCCCCC.CCO.CO (n-heptane EtOH MeOH). Product: ClC(OC1=CC=C(C=C1)NC(C1=CN=C(C(=C1)C1=C(C=NN1)F)N1C[C@H](CC1)O)=O)(F)F ((S)—N-(4-(Chlorodifluoromethoxy)phenyl)-5-(4-fluoro-1H-pyrazol-5-yl)-6-(3-hydroxypyrrolidin-1-yl)nicotinamide). RXN SMILES: Cl[C:2]1[C:21]([C:22]2[NH:26][N:25]=[CH:24][C:23]=2[F:27])=[CH:20][C:5]([C:6]([NH:8][C:9]2[CH:14]=[CH:13][C:12]([O:15][C:16]([Cl:19])([F:18])[F:17])=[CH:11][CH:10]=2)=[O:7])=[CH:4][N:3]=1.[NH:28]1[CH2:32][CH2:31][C@H:30]([OH:33])[CH2:29]1>CCCCCCC.CCO.CO>[Cl:19][C:16]([F:18])([F:17])[O:15][C:12]1[CH:13]=[CH:14][C:9]([NH:8][C:6](=[O:7])[C:5]2[CH:20]=[C:21]([C:22]3[NH:26][N:25]=[CH:24][C:23]=3[F:27])[C:2]([N:28]3[CH2:32][CH2:31][C@H:30]([OH:33])[CH2:29]3)=[N:3][CH:4]=2)=[CH:10][CH:11]=1 |f:2.3.4|. Procedure details: The title compound was prepared in an analogous fashion to that described in Example 5 using 6-chloro-N-(4-(chlorodifluoromethoxy)phenyl)-5-(4-fluoro-1H-pyrazol-5-yl)nicotinamide (Stage 25.1) and (S)-3-pyrrolidinol to afford a white solid. HPLC (Condition 5) tR=5.69 min, HPLC Chiral (CHIRALCEL® OD-H, 250×4.6 mm, eluent:n-heptane/EtOH/MeOH (85:10:5), 1 mL/min, UV 210 nm) tR=12.62 min, UPLC-MS (Condition 6) tR=0.97 min, m/z=468.2 [M+H]+; 1H-NMR (400 MHz, DMSO-d6) δ ppm 1.71-1.81 (m, 1H) 1.81-1.92 ...